describe an organic reaction: reactants, conditions, products, and yield From a dataset of the Open Reaction Database (ORD), a public repository of structured organic reaction records. The reactants are ClCCl, CN(C)C=O, ClCCCl, c1ccc2c(c1)CCO2, O, O=S(=O)=O, O=S(Cl)Cl. The product is O=S(=O)(Cl)c1ccc2c(c1)CCO2. Reaction SMILES: [CH2:23]([Cl:24])[Cl:25].[CH3:10][N:11]([CH3:12])[CH:13]=[O:14].[Cl:26][CH2:27][CH2:28][Cl:29].[O:1]1[CH2:2][CH2:3][c:4]2[c:5]1[cH:6][cH:7][cH:8][cH:9]2.[OH2:30].[S:15](=[O:16])(=[O:17])=[O:18].[S:19]([Cl:20])([Cl:21])=[O:22]>>[O:1]1[CH2:2][CH2:3][c:4]2[c:5]1[cH:6][cH:7][c:8]([S:15](=[O:16])(=[O:18])[Cl:21])[cH:9]2.